This data is from the Open Reaction Database (ORD), a public repository of structured organic reaction records. The task is: describe an organic reaction: reactants, conditions, products, and yield Reactants: O=C1CNC(=O)N1, C1COCCO1, Oc1ccccc1, O=S(=O)(Cl)Cl. Product: O=C1NC(=O)C(c2ccc(O)cc2)N1. Reaction SMILES: [O:1]=[C:2]1[CH2:3][NH:4][C:5](=[O:6])[NH:7]1.[O:20]1[CH2:21][CH2:22][O:23][CH2:24][CH2:25]1.[OH:13][c:14]1[cH:15][cH:16][cH:17][cH:18][cH:19]1.[S:8]([Cl:9])([Cl:10])(=[O:11])=[O:12]>>[O:1]=[C:2]1[CH:3]([c:17]2[cH:16][cH:15][c:14]([OH:13])[cH:19][cH:18]2)[NH:4][C:5](=[O:6])[NH:7]1. The reactants are ClC=1C(=C(C2=CC=CC=C2C1)C(=O)OC)NS(=O)(=O)C1=CC=C(C=C1)F (methyl 3-chloro-2-{[(4-fluorophenyl)sulfonyl]amino}-1-naphthoate), [Li+].[OH-] (LiOH), C(C)(=O)OCC (ethyl acetate), Cl (HCl). Solvent: O1CCOCC1 (dioxane), O (water). Reaction conditions: temperature 50 celsius, time 4 day. Product: ClC=1C(=C(C2=CC=CC=C2C1)C(=O)O)NS(=O)(=O)C1=CC=C(C=C1)F (3-chloro-2-{[(4-fluorophenyl)sulfonyl]amino}-1-naphthoic acid). Reaction SMILES: [Cl:1][C:2]1[C:3]([NH:16][S:17]([C:20]2[CH:25]=[CH:24][C:23]([F:26])=[CH:22][CH:21]=2)(=[O:19])=[O:18])=[C:4]([C:12]([O:14]C)=[O:13])[C:5]2[C:10]([CH:11]=1)=[CH:9][CH:8]=[CH:7][CH:6]=2.[Li+].[OH-].Cl.C(OCC)(=O)C>O1CCOCC1.O>[Cl:1][C:2]1[C:3]([NH:16][S:17]([C:20]2[CH:25]=[CH:24][C:23]([F:26])=[CH:22][CH:21]=2)(=[O:19])=[O:18])=[C:4]([C:12]([OH:14])=[O:13])[C:5]2[C:10]([CH:11]=1)=[CH:9][CH:8]=[CH:7][CH:6]=2 |f:1.2|. Procedure details: A solution of Example 146B in dioxane (3 mL) and water (0.3 mL) was treated with 3N LiOH (0.6 mL); stirred at 50° C. for 4 days, acidified with 1N HCl, treated with ethyl acetate, washed with brine (3×), dried (MgSO4), filtered, and concentrated and ethyl acetate was added. The ethyl acetate layer was washed with brine (3×), dried over magnesium sulfate anhydrous. The concentrate was purified by reverse phase chromatography to provide 1.5 mg of the desired product. MS (ESI(−)) m/e 346 (M−H)−. Starting materials: ClCCl, C=C(CCCl)C(=O)c1ccc(OC)c(Cl)c1Cl. The product is COc1cc2c(c(Cl)c1Cl)C(=O)C(CCCl)C2. As a reaction SMILES: [CH2:18]([Cl:19])[Cl:20].[Cl:1][c:2]1[c:3]([O:16][CH3:17])[cH:4][cH:5][c:6]([C:9]([C:10]([CH2:11][CH2:12][Cl:13])=[CH2:14])=[O:15])[c:7]1[Cl:8]>>[Cl:1][c:2]1[c:3]([O:16][CH3:17])[cH:4][c:5]2[c:6]([c:7]1[Cl:8])[C:9](=[O:15])[CH:10]([CH2:11][CH2:12][Cl:13])[CH2:14]2. The reactants are NC(=O)c1cc2cc([N+](=O)[O-])ccc2o1, O=P(Cl)(Cl)Cl. Product: N#Cc1cc2cc([N+](=O)[O-])ccc2o1. RXN SMILES: [NH2:1][C:2](=[O:3])[c:4]1[o:5][c:6]2[c:7]([cH:8]1)[cH:9][c:10]([N+:13](=[O:14])[O-:15])[cH:11][cH:12]2.[P:16]([Cl:17])([Cl:18])([Cl:19])=[O:20]>>[N:1]#[C:2][c:4]1[o:5][c:6]2[c:7]([cH:8]1)[cH:9][c:10]([N+:13](=[O:14])[O-:15])[cH:11][cH:12]2.